From a dataset of the Open Reaction Database (ORD), a public repository of structured organic reaction records. describe an organic reaction: reactants, conditions, products, and yield Reactants: ClC1=CC=C(C=C1)C1=NSC2=C1C=CC(=C2)CCCCOS(=O)(=O)C (Methanesulfonic acid 4-[3-(4-chloro-phenyl)-benzo[d]isothiazol-6-yl]-butyl ester), C(C)NCCO (2-Ethylaminoethanol). Yields the product ClC1=CC=C(C=C1)C1=NSC2=C1C=CC(=C2)CCCCN(CCO)CC (2-({4-[3-(4-Chloro-phenyl)-benzo[d]isothiazol-6-yl]-butyl}-ethyl-amino)-ethanol). As a reaction SMILES: [Cl:1][C:2]1[CH:7]=[CH:6][C:5]([C:8]2[C:12]3[CH:13]=[CH:14][C:15]([CH2:17][CH2:18][CH2:19][CH2:20]OS(C)(=O)=O)=[CH:16][C:11]=3[S:10][N:9]=2)=[CH:4][CH:3]=1.[CH2:26]([NH:28][CH2:29][CH2:30][OH:31])[CH3:27]>>[Cl:1][C:2]1[CH:3]=[CH:4][C:5]([C:8]2[C:12]3[CH:13]=[CH:14][C:15]([CH2:17][CH2:18][CH2:19][CH2:20][N:28]([CH2:26][CH3:27])[CH2:29][CH2:30][OH:31])=[CH:16][C:11]=3[S:10][N:9]=2)=[CH:6][CH:7]=1. Reported procedure: According to the method in example 23, Methanesulfonic acid 4-[3-(4-chloro-phenyl)-benzo[d]isothiazol-6-yl]-butyl ester and 2-Ethylaminoethanol were converted to yield 2-({4-[3-(4-Chloro-phenyl)-benzo[d]isothiazol-6-yl]-butyl}-ethyl-amino)-ethanol, MS: 389 (MH+, 1Cl). Reactants: COC(=O)c1ccc2c(C3CCCCC3)c(-c3ccccc3OCC(=O)N(C)CCCCN(C)S(N)(=O)=O)n(C)c2c1, CN(CCOCCN(C)S(N)(=O)=O)C(=O)COc1ccccc1-c1c(C2CCCCC2)c2ccc(C(=O)O)cc2n1C. The product is CN(CCCCN(C)S(N)(=O)=O)C(=O)COc1ccccc1-c1c(C2CCCCC2)c2ccc(C(=O)O)cc2n1C. RXN SMILES: [CH:1]1([c:7]2[c:8](-[c:21]3[c:22]([O:27][CH2:28][C:29](=[O:30])[N:31]([CH2:32][CH2:33][CH2:34][CH2:35][N:36]([S:37]([NH2:38])(=[O:39])=[O:40])[CH3:41])[CH3:42])[cH:23][cH:24][cH:25][cH:26]3)[n:9]([CH3:20])[c:10]3[cH:11][c:12]([C:16](=[O:17])[O:18][CH3:19])[cH:13][cH:14][c:15]23)[CH2:2][CH2:3][CH2:4][CH2:5][CH2:6]1.[CH:43]1([c:44]2[c:45]3[c:46]([cH:47][c:48]([C:49]([OH:50])=[O:51])[cH:52][cH:53]3)[n:54]([CH3:55])[c:56]2-[c:57]2[cH:58][cH:59][cH:60][cH:61][c:62]2[O:63][CH2:64][C:65]([N:66]([CH3:67])[CH2:68][CH2:69][O:70][CH2:71][CH2:72][N:73]([CH3:74])[S:75](=[O:76])(=[O:77])[NH2:78])=[O:79])[CH2:80][CH2:81][CH2:82][CH2:83][CH2:84]1>>[CH:1]1([c:7]2[c:8](-[c:21]3[c:22]([O:27][CH2:28][C:29](=[O:30])[N:31]([CH2:32][CH2:33][CH2:34][CH2:35][N:36]([S:37]([NH2:38])(=[O:39])=[O:40])[CH3:41])[CH3:42])[cH:23][cH:24][cH:25][cH:26]3)[n:9]([CH3:20])[c:10]3[cH:11][c:12]([C:16](=[O:17])[OH:18])[cH:13][cH:14][c:15]23)[CH2:2][CH2:3][CH2:4][CH2:5][CH2:6]1. Reactants: NC1=CC(=C(C#N)C=C1)C1CC1 (4-amino-2-cyclopropylbenzonitrile), Cl.NC(C(=O)OC(C)(C)C)(C)C (tert-butyl 2-amino-2-methylpropionate hydrochloride), C(=O)(Cl)Cl (phosgene). The product is C1(CC1)C1=C(C#N)C=CC(=C1)N1C(NC(C1=O)(C)C)=O (2-cyclopropyl-4-(4,4-dimethyl-2,5-dioxoimidazolidin-1-yl)benzonitrile). As a reaction SMILES: [NH2:1][C:2]1[CH:9]=[CH:8][C:5]([C:6]#[N:7])=[C:4]([CH:10]2[CH2:12][CH2:11]2)[CH:3]=1.Cl.[NH2:14][C:15]([CH3:24])([CH3:23])[C:16](OC(C)(C)C)=[O:17].[C:25](Cl)(Cl)=[O:26]>>[CH:10]1([C:4]2[CH:3]=[C:2]([N:1]3[C:16](=[O:17])[C:15]([CH3:23])([CH3:24])[NH:14][C:25]3=[O:26])[CH:9]=[CH:8][C:5]=2[C:6]#[N:7])[CH2:11][CH2:12]1 |f:1.2|. Reported procedure: Compound 158.1 was prepared by the process as described for 1.1 by reaction of 158.3 with tert-butyl 2-amino-2-methylpropionate hydrochloride and phosgene (solution in toluene). Molecular weight 269.11 (C15H15N3O2); retention time Rt=1.43 min. [B]; MS (ESI): 270.18 (MH+). Starting materials: [Cl-].[NH4+] (ammonium chloride), C1(=CC=CC=C1)C1=NN=C2C=3NC=NC3N(C(N21)=O)CCC (6,9-Dihydro-3-phenyl-6-n-propyl-5H -1,2,4-triazolo[3,4-i]- purin-5-one), C(CC)I (propyl iodide), [H-].[Na+] (sodium hydride). Solvent: CN(C)C=O (N,N'-dimethylformamide). Conditions: time 30 minute. The product is C(CC)N1C(N2C(C=3N(C=NC13)CCC)=NN=C2C2=CC=CC=C2)=O (6,9-Dihydro-6,9-di-n-propyl-3-phenyl -5H-1,2,4-triazolo [3,4-i]purin-5-one). RXN SMILES: [C:1]1([C:7]2[N:18]3[C:10]([C:11]4[NH:12][CH:13]=[N:14][C:15]=4[N:16]([CH2:20][CH2:21][CH3:22])[C:17]3=[O:19])=[N:9][N:8]=2)[CH:6]=[CH:5][CH:4]=[CH:3][CH:2]=1.[H-].[Na+].[CH2:25](I)[CH2:26][CH3:27].[Cl-].[NH4+]>CN(C=O)C>[CH2:20]([N:16]1[C:15]2[N:14]=[CH:13][N:12]([CH2:25][CH2:26][CH3:27])[C:11]=2[C:10]2=[N:9][N:8]=[C:7]([C:1]3[CH:2]=[CH:3][CH:4]=[CH:5][CH:6]=3)[N:18]2[C:17]1=[O:19])[CH2:21][CH3:22] |f:1.2,4.5|. Procedure details: After 500 mg (1.70 mmol) of Compound 30 obtained in Example 30 was dissolved in 5 ml of N,N'-dimethylformamide, 81.6 mg (2.04 mmol) of 60% sodium hydride was added to the solution at 0° C. 15 minutes after, 0.25 ml (2.51 mmol) of propyl iodide was added to the reaction solution at 0° C. The solution was stirred at room temperature for 30 minutes. After 20 ml of saturated ammonium chloride was added to the reaction solution at 0° C., the mixture was extracted 3 times with 30 ml of chloroform. The...